Dataset: the Open Reaction Database (ORD), a public repository of structured organic reaction records. Task: describe an organic reaction: reactants, conditions, products, and yield Reactants: FC1=C(C=CC=C1)CC#N (2-(2-fluorophenyl)acetonitrile), C(CCC)[Li] (n-butyl lithium), C(C1=CC=CC=C1)[Mg]Br (benzyl magnesium bromide). Run in O1CCCC1 (tetrahydrofuran), CCCCCC (hexane), CCCCCC (hexane). Reaction conditions: temperature -78 celsius, time 1 hour. Product: FC1=C(C=CC=C1)C(C#N)CC1=CC=CC=C1 (2-(2-fluorophenyl)-3-phenylpropanenitrile). Yield: 88.5%. RXN SMILES: [F:1][C:2]1[CH:7]=[CH:6][CH:5]=[CH:4][C:3]=1[CH2:8][C:9]#[N:10].C([Li])CCC.[CH2:16]([Mg]Br)[C:17]1[CH:22]=[CH:21][CH:20]=[CH:19][CH:18]=1>O1CCCC1.CCCCCC>[F:1][C:2]1[CH:7]=[CH:6][CH:5]=[CH:4][C:3]=1[CH:8]([CH2:16][C:17]1[CH:22]=[CH:21][CH:20]=[CH:19][CH:18]=1)[C:9]#[N:10]. Procedure details: A solution of 2-(2-fluorophenyl)acetonitrile (2.1 g, 15.5 mol) in tetrahydrofuran (50 ml) and hexane (20 ml) was treated with n-butyl lithium (6.2 ml, 15.5 mol) at −78° C. The mixture was stirred at −78° C. for one hour. A solution of benzyl magnesium bromide (2.02 ml, 17.05 mmol) in hexane (10 ml) was added at −78° C. The mixture was stirred at −78° C. for two hours, then warmed to room temperature and stirred at room temperature overnight. The mixture was quenched with water and extracted in e... Starting materials: C(C1=CC=CC=C1)OCC1NCC(C1)SC(C1=CC=CC=C1)(C1=CC=CC=C1)C1=CC=CC=C1 (2-benzyloxymethyl-4-tritylsulfanyl-pyrrolidine), N1=C(C=CC=C1)C (2-picoline), ClS(=O)(=O)O (chlorosulphonic acid). Run in ClCCl (dichloromethane). Run at time 5 hour. Yields the product C(C1=CC=CC=C1)OC[C@H]1N(C[C@@H](C1)SC(C1=CC=CC=C1)(C1=CC=CC=C1)C1=CC=CC=C1)S(=O)(=O)O ((2S,4R)-2-benzyloxymethyl-4-tritylsulfanyl-pyrrolidine-1-sulfonic acid). RXN SMILES: [CH2:1]([O:8][CH2:9][CH:10]1[CH2:14][CH:13]([S:15][C:16]([C:29]2[CH:34]=[CH:33][CH:32]=[CH:31][CH:30]=2)([C:23]2[CH:28]=[CH:27][CH:26]=[CH:25][CH:24]=2)[C:17]2[CH:22]=[CH:21][CH:20]=[CH:19][CH:18]=2)[CH2:12][NH:11]1)[C:2]1[CH:7]=[CH:6][CH:5]=[CH:4][CH:3]=1.N1C=CC=CC=1C.Cl[S:43]([OH:46])(=[O:45])=[O:44]>ClCCl>[CH2:1]([O:8][CH2:9][C@@H:10]1[CH2:14][C@@H:13]([S:15][C:16]([C:29]2[CH:34]=[CH:33][CH:32]=[CH:31][CH:30]=2)([C:23]2[CH:24]=[CH:25][CH:26]=[CH:27][CH:28]=2)[C:17]2[CH:18]=[CH:19][CH:20]=[CH:21][CH:22]=2)[CH2:12][N:11]1[S:43]([OH:46])(=[O:45])=[O:44])[C:2]1[CH:3]=[CH:4][CH:5]=[CH:6][CH:7]=1. Procedure details: A solution of 2-benzyloxymethyl-4-tritylsulfanyl-pyrrolidine (0.435 g) in dichloromethane (30.0 ml) was treated with 2-picoline (2.11 ml) and chlorosulphonic acid (0.186 ml). The reaction mixture was stirred for 5 h at room temperature and evaporated to dryness. The residue was quenched with ice/water and extracted with EtOAc. The aqueous layer was saturated with sodium chloride and acidified with 1 molar HCl to pH 3.4 and extracted again with EtOAc. The organic phase was washed with brine, drie... The reactants are [Na] (sodium), C1(CCCCC1)N=CC1=CC=C(C=C1)O (4-(N-cyclohexylformimidoyl)phenol), BrC(C(=O)OCC)(C)C (ethyl 2-bromo-2-methylpropionate). Solvent: C(C)O (ethanol). Reaction conditions: time 15 hour. Product: C1(CCCCC1)N=CC1=CC=C(OC(C(=O)OCC)(C)C)C=C1 (ethyl 2-[4-(N-cyclohexylformimidoyl)phenoxy]-2-methylpropionate). The yield is 50.7%. As a reaction SMILES: [Na].[CH:2]1([N:8]=[CH:9][C:10]2[CH:15]=[CH:14][C:13]([OH:16])=[CH:12][CH:11]=2)[CH2:7][CH2:6][CH2:5][CH2:4][CH2:3]1.Br[C:18]([CH3:25])([CH3:24])[C:19]([O:21][CH2:22][CH3:23])=[O:20]>C(O)C>[CH:2]1([N:8]=[CH:9][C:10]2[CH:15]=[CH:14][C:13]([O:16][C:18]([CH3:25])([CH3:24])[C:19]([O:21][CH2:22][CH3:23])=[O:20])=[CH:12][CH:11]=2)[CH2:7][CH2:6][CH2:5][CH2:4][CH2:3]1 |^1:0|. Procedure: (a) To 70 ml of absolute ethanol is added 872 mg of sodium, and 7 g of 4-(N-cyclohexylformimidoyl)phenol is added to the solution. Subsequently, 7.4 g of ethyl 2-bromo-2-methylpropionate is further added. The mixture is refluxed under heating and with stirring for 15 hours. After distilling off the ethanol from the reaction mixture, water is added to the residue, and the solution is extracted three times with benzene. The extract is washed with water twice, with cooled dilute aqueous solution of... The reactants are CCC(C)=O, COC(Cn1c(=O)ccc2ncc(C(F)(F)F)cc21)OC, ClC(Cl)Cl, Cl. Yields the product O=CCn1c(=O)ccc2ncc(C(F)(F)F)cc21. RXN SMILES: [CH2:26]([C:27]([CH3:28])=[O:29])[CH3:30].[CH3:1][O:2][CH:3]([CH2:4][n:5]1[c:6](=[O:19])[cH:7][cH:8][c:9]2[n:10][cH:11][c:12]([C:15]([F:16])([F:17])[F:18])[cH:13][c:14]12)[O:20][CH3:21].[CH:22]([Cl:23])([Cl:24])[Cl:25].[ClH:31]>>[O:2]=[CH:3][CH2:4][n:5]1[c:6](=[O:19])[cH:7][cH:8][c:9]2[n:10][cH:11][c:12]([C:15]([F:16])([F:17])[F:18])[cH:13][c:14]12. Starting materials: COc1ccc2c(Cc3c(Cl)cncc3Cl)nnc(Cl)c2c1, [H-], [Na+], CN(C)C=O, c1c[nH]cn1. The product is COc1ccc2c(Cc3c(Cl)cncc3Cl)nnc(-n3ccnc3)c2c1. Reaction SMILES: [Cl:8][c:9]1[n:10][n:11][c:12]([CH2:21][c:22]2[c:23]([Cl:29])[cH:24][n:25][cH:26][c:27]2[Cl:28])[c:13]2[cH:14][cH:15][c:16]([O:19][CH3:20])[cH:17][c:18]12.[H-:7].[Na+:6].[O:30]=[CH:31][N:32]([CH3:33])[CH3:34].[nH:1]1[cH:2][n:3][cH:4][cH:5]1>>[n:1]1(-[c:9]2[n:10][n:11][c:12]([CH2:21][c:22]3[c:23]([Cl:29])[cH:24][n:25][cH:26][c:27]3[Cl:28])[c:13]3[cH:14][cH:15][c:16]([O:19][CH3:20])[cH:17][c:18]23)[cH:2][n:3][cH:4][cH:5]1. Reactants: C(C)C=1C=C(C=C(C1)C1=NN=NN1C)NC(=O)NC1CCC2CN(CC21)C(C2=CC=CC=C2)(C2=CC=CC=C2)C2=CC=CC=C2 (N-[3-Ethyl-5-(1-methyl-1H-tetrazol-5-yl)phenyl]-N′-[(3aRS,4RS,6aSR)-2-trityloctahydrocyclo-penta[c]pyrrol-4-yl]urea), O (water). Run in FC(C(=O)O)(F)F (trifluoroacetic acid). Reaction conditions: time 2 hour. The product is C(C)C=1C=C(C=C(C1)C1=NN=NN1C)NC(=O)NC1CCC2CNCC21 (N-[3-ethyl-5-(1-methyl-1H-tetrazol-5-yl)phenyl]-N′-[(3aRS,4RS,6aSR)-octahydrocyclopenta[c]-pyrrol-4-yl]urea). The yield is 90.7%. As a reaction SMILES: [CH2:1]([C:3]1[CH:4]=[C:5]([NH:15][C:16]([NH:18][CH:19]2[CH:26]3[CH:22]([CH2:23][N:24](C(C4C=CC=CC=4)(C4C=CC=CC=4)C4C=CC=CC=4)[CH2:25]3)[CH2:21][CH2:20]2)=[O:17])[CH:6]=[C:7]([C:9]2[N:13]([CH3:14])[N:12]=[N:11][N:10]=2)[CH:8]=1)[CH3:2].O>FC(F)(F)C(O)=O>[CH2:1]([C:3]1[CH:4]=[C:5]([NH:15][C:16]([NH:18][CH:19]2[CH:26]3[CH:22]([CH2:23][NH:24][CH2:25]3)[CH2:21][CH2:20]2)=[O:17])[CH:6]=[C:7]([C:9]2[N:13]([CH3:14])[N:12]=[N:11][N:10]=2)[CH:8]=1)[CH3:2]. Procedure: N-[3-Ethyl-5-(1-methyl-1H-tetrazol-5-yl)phenyl]-N′-[(3aRS,4RS,6aSR)-2-trityloctahydrocyclo-penta[c]pyrrol-4-yl]urea (310 mg, 518 μmol) was dissolved in trifluoroacetic acid (5 mL) to provide a bright yellow solution. This was treated dropwise with water (5 mL) to provide a pale yellow slurry. After 2 hours, the mixture was concentrated under vacuum. The residue was partitioned between ethyl acetate and 1.0 N aqueous hydrochloric acid. The aqueous phase was washed with additional ethyl acetate, a... Run at time 19 hour. Solvent: CO (MeOH). The product is COC(CCCCCCN1C(CCCC1CCC(CCCCC)=O)=O)=O (7-[2-Oxo-6-(3-oxo-octyl)-piperidin-1-yl]-heptanoic Acid Methyl Ester). Yield: 94.0%. Reactants: COC(CCC\C=C/CN1C(CCCC1\C=C\C(CCCCC)=O)=O)=O ((Z)-7-[2-oxo-6-((E)-3-oxo-oct-1-enyl)-piperidin-1-yl]-hept-5-enoic acid methyl ester), [H][H] (hydrogen). The reagents and catalysts are [Pd] (Palladium on carbon). RXN SMILES: [CH3:1][O:2][C:3](=[O:26])[CH2:4][CH2:5][CH2:6]/[CH:7]=[CH:8]\[CH2:9][N:10]1[CH:15](/[CH:16]=[CH:17]/[C:18](=[O:24])[CH2:19][CH2:20][CH2:21][CH2:22][CH3:23])[CH2:14][CH2:13][CH2:12][C:11]1=[O:25].[H][H]>[Pd].CO>[CH3:1][O:2][C:3](=[O:26])[CH2:4][CH2:5][CH2:6][CH2:7][CH2:8][CH2:9][N:10]1[CH:15]([CH2:16][CH2:17][C:18](=[O:24])[CH2:19][CH2:20][CH2:21][CH2:22][CH3:23])[CH2:14][CH2:13][CH2:12][C:11]1=[O:25]. Procedure: Palladium on carbon (10 wt. %, 5 mg) was added to a solution of (Z)-7-[2-oxo-6-((E)-3-oxo-oct-1-enyl)-piperidin-1-yl]-hept-5-enoic acid methyl ester (40 mg, 0.11 mmol) in MeOH (3.0 mL). A hydrogen atmosphere was established by evacuating and refilling with hydrogen (3×) and the reaction mixture was stirred under a balloon of hydrogen for 19 h. The reaction mixture was filtered through celite, washing with MeOH, and the filtrate was concentrated in vacuo to afford 38 mg (94%) of the title compoun...